Dataset: the Open Reaction Database (ORD), a public repository of structured organic reaction records. Task: describe an organic reaction: reactants, conditions, products, and yield Starting materials: COCC(C)Oc1cc(Oc2ccc(S(C)(=O)=O)cc2)cc(-c2ccc(C3=NCC(CO[Si](C(C)C)(C(C)C)C(C)C)O3)[nH]2)c1, CCCC[N+](CCCC)(CCCC)CCCC, [F-], C1CCOC1, O. The product is COCC(C)Oc1cc(Oc2ccc(S(C)(=O)=O)cc2)cc(-c2ccc(C3=NCC(CO)O3)[nH]2)c1. RXN SMILES: [CH3:1][O:2][CH2:3][CH:4]([O:5][c:6]1[cH:7][c:8](-[c:23]2[cH:24][cH:25][c:26]([C:28]3=[N:32][CH2:31][CH:30]([CH2:33][O:34][Si:35]([CH:36]([CH3:37])[CH3:38])([CH:39]([CH3:40])[CH3:41])[CH:42]([CH3:43])[CH3:44])[O:29]3)[nH:27]2)[cH:9][c:10]([O:12][c:13]2[cH:14][cH:15][c:16]([S:19](=[O:20])(=[O:21])[CH3:22])[cH:17][cH:18]2)[cH:11]1)[CH3:45].[CH3:47][CH2:48][CH2:49][CH2:50][N+:51]([CH2:52][CH2:53][CH2:54][CH3:55])([CH2:56][CH2:57][CH2:58][CH3:59])[CH2:60][CH2:61][CH2:62][CH3:63].[F-:46].[O:65]1[CH2:66][CH2:67][CH2:68][CH2:69]1.[OH2:64]>>[CH3:1][O:2][CH2:3][CH:4]([O:5][c:6]1[cH:7][c:8](-[c:23]2[cH:24][cH:25][c:26]([C:28]3=[N:32][CH2:31][CH:30]([CH2:33][OH:34])[O:29]3)[nH:27]2)[cH:9][c:10]([O:12][c:13]2[cH:14][cH:15][c:16]([S:19](=[O:20])(=[O:21])[CH3:22])[cH:17][cH:18]2)[cH:11]1)[CH3:45]. Starting materials: FC1=C(C=C2NC(C(NC2=C1)=O)=O)[N+](=O)[O-] (7-fluoro-6-nitro-1,4-dihydroquinoxaline-2,3-dione), ClC=1C=NC=CC1O (3-chloro-4-hydroxypyridine), [OH-].[K+] (potassium hydroxide), Ice water, Cl (hydrochloric acid). Solvent: CS(=O)C (dimethylsulfoxide). Yields the product [N+](=O)([O-])C=1C=C2NC(C(NC2=CC1N1C=C(C(C=C1)=O)Cl)=O)=O (6-nitro-7-(3-chloro-4-oxo-4H-pyridin-1-yl)-1,4-dihydroquinoxaline-2,3-dione). Isolated yield 94.7%. RXN SMILES: F[C:2]1[CH:11]=[C:10]2[C:5]([NH:6][C:7](=[O:13])[C:8](=[O:12])[NH:9]2)=[CH:4][C:3]=1[N+:14]([O-:16])=[O:15].[Cl:17][C:18]1[CH:19]=[N:20][CH:21]=[CH:22][C:23]=1[OH:24].[OH-].[K+].Cl>CS(C)=O>[N+:14]([C:3]1[CH:4]=[C:5]2[C:10](=[CH:11][C:2]=1[N:20]1[CH:21]=[CH:22][C:23](=[O:24])[C:18]([Cl:17])=[CH:19]1)[NH:9][C:8](=[O:12])[C:7](=[O:13])[NH:6]2)([O-:16])=[O:15] |f:2.3|. Reported procedure: First, 267 mg of 7-fluoro-6-nitro-1,4-dihydroquinoxaline-2,3-dione, 171 mg of 3-chloro-4-hydroxypyridine, and 92 mg of powdered potassium hydroxide were added to 3 ml of dry dimethylsulfoxide. The mixture was allowed to react at 130° C. for 80 minutes in a nitrogen atmosphere. Ice water and 4N hydrochloric acid were then added to the reaction mixture so as to adjust its pH to about 2. The resultant yellow precipitate was filtered and washed with water. The precipitate was recrystallized with a m... Reactants: OCC1(CCC1)CO ([1-(hydroxymethyl)cyclobutyl]methanol), ClC=1N=NC(=CC1C1=CC=CC=C1)C (3-chloro-6-methyl-4-phenylpyridazine). Yields the product CC1=CC(=C(N=N1)OCC1(CCC1)CO)C1=CC=CC=C1 ((1-{[(6-methyl-4-phenyl-3-pyridazinyl)oxy]methyl}cyclobutyl)methanol). Reaction SMILES: [OH:1][CH2:2][C:3]1([CH2:7][OH:8])[CH2:6][CH2:5][CH2:4]1.Cl[C:10]1[N:11]=[N:12][C:13]([CH3:22])=[CH:14][C:15]=1[C:16]1[CH:21]=[CH:20][CH:19]=[CH:18][CH:17]=1>>[CH3:22][C:13]1[N:12]=[N:11][C:10]([O:1][CH2:2][C:3]2([CH2:7][OH:8])[CH2:6][CH2:5][CH2:4]2)=[C:15]([C:16]2[CH:17]=[CH:18][CH:19]=[CH:20][CH:21]=2)[CH:14]=1. Procedure details: The title compound was prepared using the same experimental procedure as in example 25a from [1-(hydroxymethyl)cyclobutyl]methanol and 3-chloro-6-methyl-4-phenylpyridazine. 1H NMR (300 MHz, CDCl3) δ 7.58-7.25 (m, 6H), 4.64 (s, 2H), 3.59 (d, J=6 Hz, 2H), 3.05 (t, J=7 Hz, 1H), 2.63 (s, 3H), 2.00-1.73 (m, 6H). GC-MS m/z 285 (M+H). Solvent: CN(C=O)C (N,N-dimethylformamide). Conditions: temperature 120 celsius. Starting materials: COC(=O)C1(C(COCC1)CC1=CC=CC=C1)CS(=O)(=O)C1=CC=C(C=C1)OC1=CC=C(C=C1)Cl (3-benzyl-4-[4-(4-chlorophenoxy)-phenylsulfonylmethyl]-tetrahydropyran-4-carboxylic acid methyl ester), [I-].[Li+] (lithium iodide), [C-]#N.[Na+] (sodium cyanide). The yield is 79.1%. Procedure details: To a solution of 3-benzyl-4-[4-(4-chlorophenoxy)-phenylsulfonylmethyl]-tetrahydropyran-4-carboxylic acid methyl ester (410 mg, 0.80 mmol) in N,N-dimethylformamide (4 mL) was added lithium iodide (1.06 g, 7.96 mmol), followed by sodium cyanide (78 mg, 1.59 mmol). The mixture was heated to 120° C. for 8 hours, cooled to room temperature, the N,N-dimethylformamide solvent removed by heating under reduced pressure, and the residue partitioned between ethyl acetate (150 mL) and saturated aqueous sodi... Reaction SMILES: C[O:2][C:3]([C:5]1([CH2:18][S:19]([C:22]2[CH:27]=[CH:26][C:25]([O:28][C:29]3[CH:34]=[CH:33][C:32]([Cl:35])=[CH:31][CH:30]=3)=[CH:24][CH:23]=2)(=[O:21])=[O:20])[CH2:10][CH2:9][O:8][CH2:7][CH:6]1[CH2:11][C:12]1[CH:17]=[CH:16][CH:15]=[CH:14][CH:13]=1)=[O:4].[I-].[Li+].[C-]#N.[Na+]>CN(C)C=O>[CH2:11]([CH:6]1[C:5]([CH2:18][S:19]([C:22]2[CH:27]=[CH:26][C:25]([O:28][C:29]3[CH:30]=[CH:31][C:32]([Cl:35])=[CH:33][CH:34]=3)=[CH:24][CH:23]=2)(=[O:21])=[O:20])([C:3]([OH:4])=[O:2])[CH2:10][CH2:9][O:8][CH2:7]1)[C:12]1[CH:17]=[CH:16][CH:15]=[CH:14][CH:13]=1 |f:1.2,3.4|. The product is C(C1=CC=CC=C1)C1COCCC1(C(=O)O)CS(=O)(=O)C1=CC=C(C=C1)OC1=CC=C(C=C1)Cl (3-benzyl-4-[4-(4-chlorophenoxy)-phenylsulfonylmethyl]-tetrahydropyran-4-carboxylic acid). Starting materials: Cl.CC1(N(CCOC1)CC#C)C (3,3-dimethyl-4-(2-propynyl)morpholine hydrochloride), C=O (formaldehyde), FC(C=1C=C(C(=O)N2[C@@H](CNCC2)CC2=CC(=C(C=C2)C)C)C=C(C1)C(F)(F)F)(F)F ((2R)-1-[3,5-bis(trifluoromethyl)benzoyl]-2-(3,4-dimethylbenzyl)piperazine), [I-].[K+] (potassium iodide), ice water, C(O)([O-])=O.[Na+] (sodium hydrogen carbonate). Reagents/catalysts: O.O.O.O.O.S(=O)(=O)([O-])[O-].[Cu+2] (copper(II) sulfate pentahydrate). Run in O1CCOCC1 (1,4-dioxane). Run at temperature 90 celsius, time 1 hour. Product: Cl.Cl.FC(C=1C=C(C(=O)N2[C@@H](CN(CC2)CC#CCN2C(COCC2)(C)C)CC2=CC(=C(C=C2)C)C)C=C(C1)C(F)(F)F)(F)F ((2R)-1-[3,5-bis(trifluoromethyl) benzoyl]-2-(3,4-dimethylbenzyl)-4-[4-(3,3-dimethyl-morpholino)-2-butynyl]piperazine dihydrochloride). Reaction SMILES: [ClH:1].[CH3:2][C:3]1([CH3:12])[CH2:8][O:7][CH2:6][CH2:5][N:4]1[CH2:9][C:10]#[CH:11].C=O.[F:15][C:16]([F:45])([F:44])[C:17]1[CH:18]=[C:19]([CH:37]=[C:38]([C:40]([F:43])([F:42])[F:41])[CH:39]=1)[C:20]([N:22]1[CH2:27][CH2:26][NH:25][CH2:24][C@H:23]1[CH2:28][C:29]1[CH:34]=[CH:33][C:32]([CH3:35])=[C:31]([CH3:36])[CH:30]=1)=[O:21].[I-].[K+].[C:48](=O)([O-])O.[Na+]>O1CCOCC1.O.O.O.O.O.S([O-])([O-])(=O)=O.[Cu+2]>[ClH:1].[ClH:1].[F:45][C:16]([F:15])([F:44])[C:17]1[CH:18]=[C:19]([CH:37]=[C:38]([C:40]([F:41])([F:42])[F:43])[CH:39]=1)[C:20]([N:22]1[CH2:27][CH2:26][N:25]([CH2:48][C:11]#[C:10][CH2:9][N:4]2[CH2:5][CH2:6][O:7][CH2:8][C:3]2([CH3:12])[CH3:2])[CH2:24][C@H:23]1[CH2:28][C:29]1[CH:34]=[CH:33][C:32]([CH3:35])=[C:31]([CH3:36])[CH:30]=1)=[O:21] |f:0.1,4.5,6.7,9.10.11.12.13.14.15,16.17.18|. Reported procedure: A mixture of 3,3-dimethyl-4-(2-propynyl)morpholine hydrochloride (0.24 g), 37% aqueous formaldehyde (0.16 ml), (2R)-1-[3,5-bis(trifluoromethyl)benzoyl]-2-(3,4-dimethylbenzyl)piperazine (0.57 g), copper(II) sulfate pentahydrate (5 mg) and potassium iodide (20 mg) in 1,4-dioxane (0.7 ml) was stirred at 90° C. for 1 hour. After being cooled to room temperature, the mixture was poured into ice-water and the aqueous mixture was made alkaline with saturated aqueous sodium hydrogen carbonate solution. ... Starting materials: ClC1=C(C(=O)OCC)C=CC(=N1)Cl (ethyl 2,6-dichloronicotinate), C([O-])([O-])=O.[K+].[K+] (potassium carbonate), C1(CCCCC1)N (cyclohexanamine). Run in CN(C)C=O (DMF). The product is ClC1=NC(=C(C(=O)OCC)C=C1)NC1CCCCC1 (ethyl 6-chloro-2-(cyclohexylamino)nicotinate). As a reaction SMILES: Cl[C:2]1[N:12]=[C:11]([Cl:13])[CH:10]=[CH:9][C:3]=1[C:4]([O:6][CH2:7][CH3:8])=[O:5].[CH:14]1([NH2:20])[CH2:19][CH2:18][CH2:17][CH2:16][CH2:15]1.C(=O)([O-])[O-].[K+].[K+]>CN(C=O)C>[Cl:13][C:11]1[CH:10]=[CH:9][C:3]([C:4]([O:6][CH2:7][CH3:8])=[O:5])=[C:2]([NH:20][CH:14]2[CH2:19][CH2:18][CH2:17][CH2:16][CH2:15]2)[N:12]=1 |f:2.3.4|. Procedure details: By allowing ethyl 2,6-dichloronicotinate and cyclohexanamine to undergo the reaction at 50° C. for 1 hour in DMF in the presence of potassium carbonate, ethyl 6-chloro-2-(cyclohexylamino)nicotinate was obtained. By carrying out hydrolysis of an ethanol solution of this at 70° C. for 18 hours in the presence of 1 M sodium hydroxide, 6-chloro-2-(cyclohexylamino)nicotinic acid was obtained. The reactants are FC1=C(C=CC=C1)C=1N=C(N2N=CN=C(C21)N2N=CN=C2)C (5-(2-fluorophenyl)-7-methyl-4-(1H-1,2,4-triazol-1-yl)imidazo[5,1-f][1,2,4]triazine), C1(CC1)C=1N=CC2=C(N1)CCNC2 (2-cyclopropyl-5,6,7,8-tetrahydropyrido[4,3-d]pyrimidine), C([O-])([O-])=O.[Cs+].[Cs+] (cesium carbonate). The solvent is CN(C=O)C (N,N-dimethylformamide). Conditions: time 18 hour. Product: C1(CC1)C=1N=CC2=C(N1)CCN(C2)C2=NC=NN1C2=C(N=C1C)C1=C(C=CC=C1)F (2-cyclopropyl-6-[5-(2-fluorophenyl)-7-methylimidazo[5,1-f][1,2,4]triazin-4-yl]-5,6,7,8-tetrahydropyrido[4,3-d]pyrimidine). RXN SMILES: [F:1][C:2]1[CH:7]=[CH:6][CH:5]=[CH:4][C:3]=1[C:8]1[N:9]=[C:10]([CH3:22])[N:11]2[C:16]=1[C:15]([N:17]1[CH:21]=NC=N1)=[N:14][CH:13]=[N:12]2.[CH:23]1([C:26]2[N:27]=[CH:28][C:29]3[CH2:35]NC[CH2:32][C:30]=3[N:31]=2)[CH2:25][CH2:24]1.C(=O)([O-])[O-].[Cs+].[Cs+]>CN(C)C=O>[CH:23]1([C:26]2[N:27]=[CH:28][C:29]3[CH2:35][N:17]([C:15]4[C:16]5=[C:8]([C:3]6[CH:4]=[CH:5][CH:6]=[CH:7][C:2]=6[F:1])[N:9]=[C:10]([CH3:22])[N:11]5[N:12]=[CH:13][N:14]=4)[CH2:21][CH2:32][C:30]=3[N:31]=2)[CH2:25][CH2:24]1 |f:2.3.4|. Procedure: A mixture of C6 (6.40 g, 21.7 mmol), 2-cyclopropyl-5,6,7,8-tetrahydropyrido[4,3-d]pyrimidine (3.84 g, 21.9 mmol) and cesium carbonate (7.06 g, 21.7 mmol) was stirred in N,N-dimethylformamide (45 mL) for 2 hours at room temperature. The reaction mixture was concentrated in vacuo, then stirred with water (45 mL) for 18 hours. Filtration provided the product as an off-white powder. Yield: 6.68 g, 16.6 mmol, 76%. This material was combined with product from two similar runs (total weight: 20.37 g) a... Starting materials: ClC1=NC=CC(=C1)N (2-chloropyridin-4-amine), [N-]=[N+]=[N-].[Na+] (NaN3), [NH4+].[Cl-] (NH4Cl). Solvent: CN(C)C=O (DMF). Conditions: temperature 110 celsius. The product is N(=[N+]=[N-])C1=NC=CC(=C1)N (2-azidopyridin-4-amine). The yield is 71.2%. Reaction SMILES: Cl[C:2]1[CH:7]=[C:6]([NH2:8])[CH:5]=[CH:4][N:3]=1.[N-:9]=[N+:10]=[N-:11].[Na+].[NH4+].[Cl-]>CN(C=O)C>[N:9]([C:2]1[CH:7]=[C:6]([NH2:8])[CH:5]=[CH:4][N:3]=1)=[N+:10]=[N-:11] |f:1.2,3.4|. Procedure details: To a solution of 2-chloropyridin-4-amine (2.0 g, 15.6 mmol) in DMF (20 mL) under nitrogen was added NaN3 (2.0 g, 31.2 mmol) and NH4Cl (1.7 g, 31.2 mmol). The mixture was heated to 110° C. for 10 hours and then quenched with saturated Na2CO3. The reaction was filtered and then the filtrate was extracted with ethyl acetate (3×20 mL). The combined organic extracts were washed with water (50 mL), dried over Na2SO4, and concentrated under reduced pressure to afford 2-azidopyridin-4-amine (1.5 g, yiel... Reactants: COc1ccc(Cn2ncc(C)c(NC(=O)OCc3ccccc3)c2=O)cc1, CCO, CCOC(C)=O. As a reaction SMILES: [CH2:1]([O:2][C:3](=[O:4])[NH:11][c:12]1[c:13](=[O:28])[n:14]([CH2:19][c:20]2[cH:21][cH:22][c:23]([O:26][CH3:27])[cH:24][cH:25]2)[n:15][cH:16][c:17]1[CH3:18])[c:5]1[cH:6][cH:7][cH:8][cH:9][cH:10]1.[CH3:29][CH2:30][OH:31].[CH3:32][CH2:33][O:34][C:35](=[O:36])[CH3:37]>>[NH2:11][c:12]1[c:13](=[O:28])[n:14]([CH2:19][c:20]2[cH:21][cH:22][c:23]([O:26][CH3:27])[cH:24][cH:25]2)[n:15][cH:16][c:17]1[CH3:18]. Product: COc1ccc(Cn2ncc(C)c(N)c2=O)cc1. The reactants are Cc1cn(CCO)c2ccccc12, BrP(Br)Br. The product is Cc1cn(CCBr)c2ccccc12. Reaction SMILES: [CH3:1][c:2]1[cH:3][n:4]([CH2:11][CH2:12][OH:13])[c:5]2[cH:6][cH:7][cH:8][cH:9][c:10]12.[P:14]([Br:15])([Br:16])[Br:17]>>[CH3:1][c:2]1[cH:3][n:4]([CH2:11][CH2:12][Br:15])[c:5]2[cH:6][cH:7][cH:8][cH:9][c:10]12.